This data is from the Open Reaction Database (ORD), a public repository of structured organic reaction records. The task is: describe an organic reaction: reactants, conditions, products, and yield Reactants: CCOC(=O)C(CO)(C(=O)OCC)c1ccccc1, CN(C)C(=O)c1cc(OCC(=O)O)ccc1NC(=O)c1ccccc1-c1ccc(C(F)(F)F)cc1, CN(C)c1ccncc1, CC(C)=O. The product is CCOC(=O)C(COC(=O)COc1ccc(NC(=O)c2ccccc2-c2ccc(C(F)(F)F)cc2)c(C(=O)N(C)C)c1)(C(=O)OCC)c1ccccc1. RXN SMILES: [CH2:1]([CH3:2])[O:3][C:4]([C:5]([C:6](=[O:7])[O:8][CH2:9][CH3:10])([c:11]1[cH:12][cH:13][cH:14][cH:15][cH:16]1)[CH2:17][OH:18])=[O:19].[CH3:20][N:21]([C:22](=[O:23])[c:24]1[cH:25][c:26]([O:27][CH2:28][C:29](=[O:30])[OH:31])[cH:32][cH:33][c:34]1[NH:35][C:36](=[O:37])[c:38]1[c:39](-[c:44]2[cH:45][cH:46][c:47]([C:50]([F:51])([F:52])[F:53])[cH:48][cH:49]2)[cH:40][cH:41][cH:42][cH:43]1)[CH3:54].[CH3:55][N:56]([CH3:57])[c:58]1[cH:59][cH:60][n:61][cH:62][cH:63]1.[CH3:64][C:65](=[O:66])[CH3:67]>>[CH2:1]([CH3:2])[O:3][C:4]([C:5]([C:6](=[O:7])[O:8][CH2:9][CH3:10])([c:11]1[cH:12][cH:13][cH:14][cH:15][cH:16]1)[CH2:17][O:18][C:29]([CH2:28][O:27][c:26]1[cH:25][c:24]([C:22]([N:21]([CH3:20])[CH3:54])=[O:23])[c:34]([NH:35][C:36](=[O:37])[c:38]2[c:39](-[c:44]3[cH:45][cH:46][c:47]([C:50]([F:51])([F:52])[F:53])[cH:48][cH:49]3)[cH:40][cH:41][cH:42][cH:43]2)[cH:33][cH:32]1)=[O:30])=[O:19]. Starting materials: FC1=C(C(=CC=C1)F)N1N=C(C=2C(NC=CC21)=O)C=2C=C(SC2)C(=O)OC (methyl 4-(1-(2,6-difluorophenyl)-4-oxo-4,5-dihydro-1H-pyrazolo[4,3-c]pyridin-3-yl)thiophene-2-carboxylate), C1CCOC1 (THF), [OH-].[Na+] (sodium hydroxide). The solvent is CO (methanol), O (water), O (water). Reaction conditions: temperature 90 celsius, time 2 hour. Product: FC1=C(C(=CC=C1)F)N1N=C(C=2C(NC=CC21)=O)C=2C=C(SC2)C(=O)O (4-(1-(2,6-difluorophenyl)-4-oxo-4,5-dihydro-1H-pyrazolo[4,3-c]pyridin-3-yl)thiophene-2-carboxylic acid). Isolated yield 100.8%. Reaction SMILES: [F:1][C:2]1[CH:7]=[CH:6][CH:5]=[C:4]([F:8])[C:3]=1[N:9]1[C:17]2[CH:16]=[CH:15][NH:14][C:13](=[O:18])[C:12]=2[C:11]([C:19]2[CH:20]=[C:21]([C:24]([O:26]C)=[O:25])[S:22][CH:23]=2)=[N:10]1.C1COCC1.[OH-].[Na+]>CO.O>[F:8][C:4]1[CH:5]=[CH:6][CH:7]=[C:2]([F:1])[C:3]=1[N:9]1[C:17]2[CH:16]=[CH:15][NH:14][C:13](=[O:18])[C:12]=2[C:11]([C:19]2[CH:20]=[C:21]([C:24]([OH:26])=[O:25])[S:22][CH:23]=2)=[N:10]1 |f:2.3|. Reported procedure: To a mixture of methyl 4-(1-(2,6-difluorophenyl)-4-oxo-4,5-dihydro-1H-pyrazolo[4,3-c]pyridin-3-yl)thiophene-2-carboxylate (32.0 mg) obtained in Example 36 in methanol (2 mL)/THF (2 mL)/water (2 mL) was added 8 M aqueous sodium hydroxide solution (0.026 mL) at 0° C. The reaction mixture was stirred at 90° C. for 2 hr. The reaction mixture was diluted with water, and the mixture was extracted with ethyl acetate. The organic layer was washed with 0.1 N hydrochloric acid, water and saturated brine, ... The reactants are Cc1cc(CC(OC(=O)Oc2ccc([N+](=O)[O-])cc2)C(=O)N2CCC(N3CCCCC3)CC2)cc2cn(COCC[Si](C)(C)C)nc12, CN(C)C=O, CCN(C(C)C)C(C)C, O=c1[nH]c(-c2ccccc2)cn1C1CCNCC1. The product is Cc1cc(CC(OC(=O)N2CCC(n3cc(-c4ccccc4)[nH]c3=O)CC2)C(=O)N2CCC(N3CCCCC3)CC2)cc2cn(COCC[Si](C)(C)C)nc12. RXN SMILES: [C:1]([O:2][CH:3]([C:4]([N:5]1[CH2:6][CH2:7][CH:8]([N:11]2[CH2:12][CH2:13][CH2:14][CH2:15][CH2:16]2)[CH2:9][CH2:10]1)=[O:17])[CH2:18][c:19]1[cH:20][c:21]2[cH:22][n:23]([CH2:29][O:30][CH2:31][CH2:32][Si:33]([CH3:34])([CH3:35])[CH3:36])[n:24][c:25]2[c:26]([CH3:28])[cH:27]1)([O:37][c:39]1[cH:40][cH:41][c:42]([N+:43]([O-:44])=[O:45])[cH:46][cH:47]1)=[O:38].[CH3:75][N:76]([CH3:77])[CH:78]=[O:79].[CH:66]([N:67]([CH:68]([CH3:69])[CH3:70])[CH2:71][CH3:72])([CH3:73])[CH3:74].[c:48]1(-[c:54]2[nH:55][c:56](=[O:65])[n:57]([CH:59]3[CH2:60][CH2:61][NH:62][CH2:63][CH2:64]3)[cH:58]2)[cH:49][cH:50][cH:51][cH:52][cH:53]1>>[C:1]([O:2][CH:3]([C:4]([N:5]1[CH2:6][CH2:7][CH:8]([N:11]2[CH2:12][CH2:13][CH2:14][CH2:15][CH2:16]2)[CH2:9][CH2:10]1)=[O:17])[CH2:18][c:19]1[cH:20][c:21]2[cH:22][n:23]([CH2:29][O:30][CH2:31][CH2:32][Si:33]([CH3:34])([CH3:35])[CH3:36])[n:24][c:25]2[c:26]([CH3:28])[cH:27]1)(=[O:37])[N:62]1[CH2:61][CH2:60][CH:59]([n:57]2[c:56](=[O:65])[nH:55][c:54](-[c:48]3[cH:49][cH:50][cH:51][cH:52][cH:53]3)[cH:58]2)[CH2:64][CH2:63]1. Reactants: CCOC(=O)C(C)(C)Br, CN(C)C=O, Oc1ccc2c(-c3ccc(Cl)cc3)noc2c1, [H-], [Na+]. Yields the product CCOC(=O)C(C)(C)Oc1ccc2c(-c3ccc(Cl)cc3)noc2c1. As a reaction SMILES: [Br:20][C:21]([C:22](=[O:23])[O:24][CH2:25][CH3:26])([CH3:27])[CH3:28].[CH3:29][N:30]([CH3:31])[CH:32]=[O:33].[Cl:1][c:2]1[cH:3][cH:4][c:5](-[c:8]2[n:9][o:10][c:11]3[c:12]2[cH:13][cH:14][c:15]([OH:17])[cH:16]3)[cH:6][cH:7]1.[H-:18].[Na+:19]>>[Cl:1][c:2]1[cH:3][cH:4][c:5](-[c:8]2[n:9][o:10][c:11]3[c:12]2[cH:13][cH:14][c:15]([O:17][C:21]([C:22](=[O:23])[O:24][CH2:25][CH3:26])([CH3:27])[CH3:28])[cH:16]3)[cH:6][cH:7]1. Starting materials: COC(=O)c1sc2ccc(SC)cc2c1N(C)C, [Li], [NH2-]. Product: CSc1ccc2sc(C(N)=O)c(N(C)C)c2c1. Reaction SMILES: [CH3:1][N:2]([c:3]1[c:4]2[c:5]([s:6][c:7]1[C:8](=[O:9])[O:10][CH3:11])[cH:12][cH:13][c:14]([S:16][CH3:17])[cH:15]2)[CH3:18].[Li:19].[NH2-:20]>>[CH3:1][N:2]([c:3]1[c:4]2[c:5]([s:6][c:7]1[C:8](=[O:9])[NH2:20])[cH:12][cH:13][c:14]([S:16][CH3:17])[cH:15]2)[CH3:18].